Dataset: the Open Reaction Database (ORD), a public repository of structured organic reaction records. Task: describe an organic reaction: reactants, conditions, products, and yield Starting materials: [Li]CCCC (n-BuLi), COC1=C(C=CC=C1)Br (2-Methoxybromobenzene), aryl lithium. Run in C(C)OCC (diethyl ether). Conditions: temperature -78 celsius, time 1 hour. Yields the product COC1=C(C=CC=C1)[Li] (2-Methoxyphenyllithium). As a reaction SMILES: [CH3:1][O:2][C:3]1[CH:8]=[CH:7][CH:6]=[CH:5][C:4]=1Br.[Li:10]CCCC>C(OCC)C>[CH3:1][O:2][C:3]1[CH:8]=[CH:7][CH:6]=[CH:5][C:4]=1[Li:10]. Reported procedure: 2-Methoxybromobenzene (8.44 g 45.1 mmol) was dissolved in dry diethyl ether (15 mL). The mixture was cooled to −78° C. n-BuLi (17.8 mL, 45.0 mmol) was added and the mixture was stirred for one hour at −78° C. and then for 20 min. at −10° C. The aryl lithium solution was used immediately. The reactants are C(C1=CC=CC=C1)OC1=CN2C=C(C(=C2C=C1)CC)C1=CC=C(C=C1)OCC1=CC=CC=C1 (6-Benzyloxy-2-(4-benzyloxyphenyl)-1-ethylindolizine), C(#CC(=O)OC)C(=O)OC (dimethyl acetylene dicarboxylate), ClC=1C(C(=C(C(C1Cl)=O)C#N)C#N)=O (2,3-Dichloro-5,6-dicyano-1,4-benzoquinone). Run in C1(=CC=CC=C1)C (toluene). Run at time 3 hour. Product: C(C1=CC=CC=C1)OC1=CC=C2N3C(=C(C(=C13)C(=O)OC)C(=O)OC)C(=C2CC)C2=CC=C(C=C2)OCC2=CC=CC=C2 (dimethyl 7-benzyloxy-3-(4-benzyloxyphenyl)-4-ethylpyrrolo[2,1,5-cd]indolizine-1,2-dicarboxylate). The yield is 71.9%. RXN SMILES: [CH2:1]([O:8][C:9]1[CH:17]=[CH:16][C:15]2[N:11]([CH:12]=[C:13]([C:20]3[CH:25]=[CH:24][C:23]([O:26][CH2:27][C:28]4[CH:33]=[CH:32][CH:31]=[CH:30][CH:29]=4)=[CH:22][CH:21]=3)[C:14]=2[CH2:18][CH3:19])[CH:10]=1)[C:2]1[CH:7]=[CH:6][CH:5]=[CH:4][CH:3]=1.[C:34]([C:40]([O:42][CH3:43])=[O:41])#[C:35][C:36]([O:38][CH3:39])=[O:37].ClC1C(=O)C(C#N)=C(C#N)C(=O)C=1Cl>C1(C)C=CC=CC=1>[CH2:1]([O:8][C:9]1[C:10]2[N:11]3[C:12]([C:13]([C:20]4[CH:21]=[CH:22][C:23]([O:26][CH2:27][C:28]5[CH:33]=[CH:32][CH:31]=[CH:30][CH:29]=5)=[CH:24][CH:25]=4)=[C:14]([CH2:18][CH3:19])[C:15]3=[CH:16][CH:17]=1)=[C:34]([C:40]([O:42][CH3:43])=[O:41])[C:35]=2[C:36]([O:38][CH3:39])=[O:37])[C:2]1[CH:3]=[CH:4][CH:5]=[CH:6][CH:7]=1. Reported procedure: 6-Benzyloxy-2-(4-benzyloxyphenyl)-1-ethylindolizine (50.0 g, 115 mmol) and dimethyl acetylene dicarboxylate (18.5 ml, 150 mmol) was dissolved in 1100 ml of dry toluene at 0° C. The reaction was slowly heated to room temperature and stirred for 3 hours. 2,3-Dichloro-5,6-dicyano-1,4-benzoquinone (26 g, 115 mmol) was added and stirring was continued for 1/2 hour. The mixture was filtered through celite and the solvent removed. The crude product was crystallised from methanol to afford 47.4 g (71%) ... Reactants: C(#N)CC(=O)C1CCN(CC1)C(=O)OC(C)(C)C (tert-butyl 4-(2-cyanoacetyl)piperidine-1-carboxylate), O.NN (hydrazine monohydrate). The solvent is CCO (EtOH). Conditions: temperature 80 celsius. The product is NC1=CC(=NN1)C1CCN(CC1)C(=O)OC(C)(C)C (tert-butyl 4-(5-amino-1H-pyrazol-3-yl)piperidine-1-carboxylate). RXN SMILES: [C:1]([CH2:3][C:4]([CH:6]1[CH2:11][CH2:10][N:9]([C:12]([O:14][C:15]([CH3:18])([CH3:17])[CH3:16])=[O:13])[CH2:8][CH2:7]1)=O)#[N:2].O.[NH2:20][NH2:21]>CCO>[NH2:2][C:1]1[NH:21][N:20]=[C:4]([CH:6]2[CH2:11][CH2:10][N:9]([C:12]([O:14][C:15]([CH3:18])([CH3:17])[CH3:16])=[O:13])[CH2:8][CH2:7]2)[CH:3]=1 |f:1.2|. Procedure: A 5 mL conical reaction vial was charged with tert-butyl 4-(2-cyanoacetyl)piperidine-1-carboxylate (348 mg, 1.379 mmol), hydrazine monohydrate (329.4 μL, 6.896 mmol) and EtOH (4 mL). The reaction vessel was sealed and heated to 80° C. for 20 hours. The volatiles were removed to afford tert-butyl 4-(5-amino-1H-pyrazol-3-yl)piperidine-1-carboxylate as a foam (367 mg. 99%). The reactants are CCO, CNO, Cl, N#Cc1c(F)cccc1F, [Na+], [Na+], O=C([O-])[O-], O. The product is CN(O)C(=N)c1c(F)cccc1F. Reaction SMILES: [CH2:21]([OH:22])[CH3:23].[CH3:12][NH:13][OH:14].[ClH:11].[F:1][c:2]1[c:3]([C:4]#[N:5])[c:6]([F:10])[cH:7][cH:8][cH:9]1.[Na+:15].[Na+:16].[O-:17][C:18](=[O:19])[O-:20].[OH2:24]>>[F:1][c:2]1[c:3]([C:4](=[NH:5])[N:13]([CH3:12])[OH:14])[c:6]([F:10])[cH:7][cH:8][cH:9]1.